Dataset: the Open Reaction Database (ORD), a public repository of structured organic reaction records. Task: describe an organic reaction: reactants, conditions, products, and yield Starting materials: CCOC(=O)CCCCBr, Oc1ccc2c(c1)[nH]c1ccccc12. Product: CCOC(=O)CCCCOc1ccc2c(c1)[nH]c1ccccc12. As a reaction SMILES: [Br:1][CH2:2][CH2:3][CH2:4][CH2:5][C:6](=[O:7])[O:8][CH2:9][CH3:10].[OH:11][c:12]1[cH:13][c:14]2[nH:15][c:16]3[cH:17][cH:18][cH:19][cH:20][c:21]3[c:22]2[cH:23][cH:24]1>>[CH2:2]([CH2:3][CH2:4][CH2:5][C:6](=[O:7])[O:8][CH2:9][CH3:10])[O:11][c:12]1[cH:13][c:14]2[nH:15][c:16]3[cH:17][cH:18][cH:19][cH:20][c:21]3[c:22]2[cH:23][cH:24]1. Reactants: ClCCl, N#CC(CF)(CCCOCc1ccccc1)N1C(=O)c2ccccc2C1=O. Yields the product N#CC(CF)(CCCO)N1C(=O)c2ccccc2C1=O. As a reaction SMILES: [Cl:28][CH2:29][Cl:30].[F:1][CH2:2][C:3]([C:4]#[N:5])([CH2:6][CH2:7][CH2:8][O:9][CH2:10][c:11]1[cH:12][cH:13][cH:14][cH:15][cH:16]1)[N:17]1[C:18](=[O:27])[c:19]2[c:20]([cH:23][cH:24][cH:25][cH:26]2)[C:21]1=[O:22]>>[F:1][CH2:2][C:3]([C:4]#[N:5])([CH2:6][CH2:7][CH2:8][OH:9])[N:17]1[C:18](=[O:27])[c:19]2[c:20]([cH:23][cH:24][cH:25][cH:26]2)[C:21]1=[O:22]. Starting materials: CC(C)CC(NC(=O)C(O)C1CCCCN1C(=O)OC(C)(C)C)C(=O)NC(C(=O)OCc1ccccc1)C(C)C, ClCCl, Cl, C1COCCO1. Product: CC(C)CC(NC(=O)C(O)C1CCCCN1)C(=O)NC(C(=O)OCc1ccccc1)C(C)C, Cl. RXN SMILES: [CH2:1]([c:2]1[cH:3][cH:4][cH:5][cH:6][cH:7]1)[O:8][C:9]([CH:10]([NH:11][C:12]([CH:13]([NH:14][C:15]([CH:16]([CH:17]1[N:18]([C:23]([O:24][C:25]([CH3:26])([CH3:27])[CH3:28])=[O:29])[CH2:19][CH2:20][CH2:21][CH2:22]1)[OH:30])=[O:31])[CH2:32][CH:33]([CH3:34])[CH3:35])=[O:36])[CH:37]([CH3:38])[CH3:39])=[O:40].[Cl:48][CH2:49][Cl:50].[ClH:47].[O:41]1[CH2:42][CH2:43][O:44][CH2:45][CH2:46]1>>[CH2:1]([c:2]1[cH:3][cH:4][cH:5][cH:6][cH:7]1)[O:8][C:9]([CH:10]([NH:11][C:12]([CH:13]([NH:14][C:15]([CH:16]([CH:17]1[NH:18][CH2:19][CH2:20][CH2:21][CH2:22]1)[OH:30])=[O:31])[CH2:32][CH:33]([CH3:34])[CH3:35])=[O:36])[CH:37]([CH3:38])[CH3:39])=[O:40].[ClH:47]. The reactants are CNS(=O)(=O)c1ccc([N+](=O)[O-])cc1[N+](=O)[O-], CC1(C)COC(=O)N1CC1(C2CCCCC2)CCN(C(=O)C2CC(O)CC2c2ccc(Cl)cc2)CC1, CCOC(=O)N=NC(=O)OCC, c1ccc(P(c2ccccc2)c2ccccc2)cc1, c1ccccc1. The product is CN(C1CC(C(=O)N2CCC(CN3C(=O)OCC3(C)C)(C3CCCCC3)CC2)C(c2ccc(Cl)cc2)C1)S(=O)(=O)c1ccc([N+](=O)[O-])cc1[N+](=O)[O-]. RXN SMILES: [CH3:37][NH:38][S:39](=[O:40])(=[O:41])[c:42]1[c:43]([N+:51](=[O:52])[O-:53])[cH:44][c:45]([N+:48](=[O:49])[O-:50])[cH:46][cH:47]1.[Cl:1][c:2]1[cH:3][cH:4][c:5]([CH:8]2[CH:9]([C:14](=[O:15])[N:16]3[CH2:17][CH2:18][C:19]([CH:22]4[CH2:23][CH2:24][CH2:25][CH2:26][CH2:27]4)([CH2:28][N:29]4[C:30](=[O:36])[O:31][CH2:32][C:33]4([CH3:34])[CH3:35])[CH2:20][CH2:21]3)[CH2:10][CH:11]([OH:13])[CH2:12]2)[cH:6][cH:7]1.[O:73]=[C:74]([O:75][CH2:76][CH3:77])[N:78]=[N:79][C:80]([O:81][CH2:82][CH3:83])=[O:84].[c:54]1([P:55]([c:56]2[cH:57][cH:58][cH:59][cH:60][cH:61]2)[c:62]2[cH:63][cH:64][cH:65][cH:66][cH:67]2)[cH:68][cH:69][cH:70][cH:71][cH:72]1.[cH:85]1[cH:86][cH:87][cH:88][cH:89][cH:90]1>>[Cl:1][c:2]1[cH:3][cH:4][c:5]([CH:8]2[CH:9]([C:14](=[O:15])[N:16]3[CH2:17][CH2:18][C:19]([CH:22]4[CH2:23][CH2:24][CH2:25][CH2:26][CH2:27]4)([CH2:28][N:29]4[C:30](=[O:36])[O:31][CH2:32][C:33]4([CH3:34])[CH3:35])[CH2:20][CH2:21]3)[CH2:10][CH:11]([N:38]([CH3:37])[S:39](=[O:40])(=[O:41])[c:42]3[c:43]([N+:51](=[O:52])[O-:53])[cH:44][c:45]([N+:48](=[O:49])[O-:50])[cH:46][cH:47]3)[CH2:12]2)[cH:6][cH:7]1.